Dataset: the Open Reaction Database (ORD), a public repository of structured organic reaction records. Task: describe an organic reaction: reactants, conditions, products, and yield Reactants: OC1=CC=C2C(C=C(OC2=C1)C1=CC=CC=C1)=O (7-hydroxyflavone), N1CCCCC1 (piperidine), O1C(CCCOC2OCCCC2)C1 (2-(4,5-epoxypent-1-oxy)tetrahydropyran). Solvent: C1(=CC=CC=C1)C (toluene). Run at temperature 100 celsius. The product is O1C(CCCC1)OCCCC(COC1=CC=C2C(C=C(OC2=C1)C1=CC=CC=C1)=O)O (7-[5-(2-Tetrahydropyranyloxy)-2-hydroxypentoxy]flavone). Reaction SMILES: [OH:1][C:2]1[CH:11]=[C:10]2[C:5]([C:6](=[O:18])[CH:7]=[C:8]([C:12]3[CH:17]=[CH:16][CH:15]=[CH:14][CH:13]=3)[O:9]2)=[CH:4][CH:3]=1.N1CCCCC1.[O:25]1[CH2:37][CH:26]1[CH2:27][CH2:28][CH2:29][O:30][CH:31]1[CH2:36][CH2:35][CH2:34][CH2:33][O:32]1>C1(C)C=CC=CC=1>[O:32]1[CH2:33][CH2:34][CH2:35][CH2:36][CH:31]1[O:30][CH2:29][CH2:28][CH2:27][CH:26]([OH:25])[CH2:37][O:1][C:2]1[CH:11]=[C:10]2[C:5]([C:6](=[O:18])[CH:7]=[C:8]([C:12]3[CH:17]=[CH:16][CH:15]=[CH:14][CH:13]=3)[O:9]2)=[CH:4][CH:3]=1. Procedure details: A solid mixture of 7-hydroxyflavone (32.0 g, 0.134 mol), piperidine (0.5 ml), and 2-(4,5-epoxypent-1-oxy)tetrahydropyran (50 g, 0.268 mol) was stirred and heated under nitrogen at 100° C. for 14 hours; it became a stirrable mixture after 6 hours heating at 100° C. The cooled reaction mixture was purified through a pad of silica gel eluting with CH2Cl2 initially and then CH2Cl2 --EtOAc (1:1). The resulting solid was stirred with ether and filtered, giving 43.9 g (77% crude yield) of an off-white ... Starting materials: Br, COc1cccc(-c2nc3ccsc3c(=O)[nH]2)c1, CC(=O)O, O. Product: O=c1[nH]c(-c2cccc(O)c2)nc2ccsc12. RXN SMILES: [BrH:19].[CH3:1][O:2][c:3]1[cH:4][c:5](-[c:9]2[nH:10][c:11](=[O:18])[c:12]3[c:13]([n:14]2)[cH:15][cH:16][s:17]3)[cH:6][cH:7][cH:8]1.[CH3:20][C:21](=[O:22])[OH:23].[OH2:24]>>[OH:2][c:3]1[cH:4][c:5](-[c:9]2[nH:10][c:11](=[O:18])[c:12]3[c:13]([n:14]2)[cH:15][cH:16][s:17]3)[cH:6][cH:7][cH:8]1.